describe an organic reaction: reactants, conditions, products, and yield From a dataset of the Open Reaction Database (ORD), a public repository of structured organic reaction records. The reactants are CCOC(=O)c1ccc(B(O)O)cc1, Cc1noc(-c2ccc(Br)cc2)c1NC(=O)OC(C)c1ccccc1. Product: CCOC(=O)c1ccc(-c2ccc(-c3onc(C)c3NC(=O)OC(C)c3ccccc3)cc2)cc1. Reaction SMILES: [CH2:26]([CH3:27])[O:28][C:29](=[O:30])[c:31]1[cH:32][cH:33][c:34]([B:37]([OH:38])[OH:39])[cH:35][cH:36]1.[c:1]1([CH:7]([CH3:8])[O:9][C:10]([NH:11][c:12]2[c:13]([CH3:24])[n:14][o:15][c:16]2-[c:17]2[cH:18][cH:19][c:20]([Br:23])[cH:21][cH:22]2)=[O:25])[cH:2][cH:3][cH:4][cH:5][cH:6]1>>[c:1]1([CH:7]([CH3:8])[O:9][C:10]([NH:11][c:12]2[c:13]([CH3:24])[n:14][o:15][c:16]2-[c:17]2[cH:18][cH:19][c:20](-[c:34]3[cH:33][cH:32][c:31]([C:29]([O:28][CH2:26][CH3:27])=[O:30])[cH:36][cH:35]3)[cH:21][cH:22]2)=[O:25])[cH:2][cH:3][cH:4][cH:5][cH:6]1. The reactants are OC(C(C)C)(C=1N=CN(C1)C(C1=CC=CC=C1)(C1=CC=CC=C1)C1=CC=CC=C1)C1=CC=C(C=C1)B(O)O (4-[1-hydroxy-2-methyl-1-(1-trityl-1H-imidazol-4-yl)propyl]phenylboronic acid), NC1=CC(=NC=C1)Cl (4-amino-2-chloropyridine), [Br-].[Na+] (sodium bromide). Reagents/catalysts: C=1C=CC(=CC1)[P](C=2C=CC=CC2)(C=3C=CC=CC3)[Pd]([P](C=4C=CC=CC4)(C=5C=CC=CC5)C=6C=CC=CC6)([P](C=7C=CC=CC7)(C=8C=CC=CC8)C=9C=CC=CC9)[P](C=1C=CC=CC1)(C=1C=CC=CC1)C=1C=CC=CC1 (tetrakis(triphenylphosphine)palladium(0)). The product is NC1=CC(=NC=C1)C1=CC=C(C=C1)C(C(C)C)(O)C=1N=CN(C1)C(C1=CC=CC=C1)(C1=CC=CC=C1)C1=CC=CC=C1 (1-[4-(4-amino-2-pyridyl)phenyl]-2-methyl-1-(1-trityl-1H-imidazol-4-yl)-1-propanol). The yield is 53.7%. RXN SMILES: [OH:1][C:2]([C:30]1[CH:35]=[CH:34][C:33](B(O)O)=[CH:32][CH:31]=1)([C:6]1[N:7]=[CH:8][N:9]([C:11]([C:24]2[CH:29]=[CH:28][CH:27]=[CH:26][CH:25]=2)([C:18]2[CH:23]=[CH:22][CH:21]=[CH:20][CH:19]=2)[C:12]2[CH:17]=[CH:16][CH:15]=[CH:14][CH:13]=2)[CH:10]=1)[CH:3]([CH3:5])[CH3:4].[NH2:39][C:40]1[CH:45]=[CH:44][N:43]=[C:42](Cl)[CH:41]=1.[Br-].[Na+]>C1C=CC([P]([Pd]([P](C2C=CC=CC=2)(C2C=CC=CC=2)C2C=CC=CC=2)([P](C2C=CC=CC=2)(C2C=CC=CC=2)C2C=CC=CC=2)[P](C2C=CC=CC=2)(C2C=CC=CC=2)C2C=CC=CC=2)(C2C=CC=CC=2)C2C=CC=CC=2)=CC=1>[NH2:39][C:40]1[CH:45]=[CH:44][N:43]=[C:42]([C:33]2[CH:34]=[CH:35][C:30]([C:2]([C:6]3[N:7]=[CH:8][N:9]([C:11]([C:18]4[CH:19]=[CH:20][CH:21]=[CH:22][CH:23]=4)([C:24]4[CH:29]=[CH:28][CH:27]=[CH:26][CH:25]=4)[C:12]4[CH:17]=[CH:16][CH:15]=[CH:14][CH:13]=4)[CH:10]=3)([OH:1])[CH:3]([CH3:5])[CH3:4])=[CH:31][CH:32]=2)[CH:41]=1 |f:2.3,^1:52,54,73,92|. Procedure details: By the reaction in the same manner as in Example 33-(ii) using 4-[1-hydroxy-2-methyl-1-(1-trityl-1H-imidazol-4-yl)propyl]phenylboronic acid (5.78 g), 4-amino-2-chloropyridine (1.00 g), sodium bromide (810 mg) and tetrakis(triphenylphosphine)palladium(0) (0.190 g), the title compound (2.30 g) was obtained as a yellow amorphous powder. The reactants are C(C)(C)(C)OC(=O)N(C[C@H](O)C1=CC(=CC=C1)Cl)CCC1=CC=C(CC2=CC=C(OCC(=O)OC(C)(C)C)C=C2)C=C1 (tert-butyl [4-[4-[2-[N-(tert-butoxycarbonyl)-N-[(2R)-2-(3-chlorophenyl)-2-hydroxyethyl]-amino]ethyl]benzyl]phenoxy]acetate), Cl (hydrochloride), O1CCCC1 (tetrahydrofuran), Cl (hydrogen chloride). Run in O1CCOCC1 (1,4-dioxane), O1CCOCC1 (1,4-dioxane). Run at time 5 minute. Product: Cl.ClC=1C=C(C=CC1)[C@H](CNCCC1=CC=C(CC2=CC=C(OCC(=O)O)C=C2)C=C1)O ([4-[4-[2-[[(2R)-2-(3-chlorophenyl)-2-hydroxyethyl]amino]ethyl]benzyl]phenoxy]acetic acid hydrochloride). Yield: 75.1%. Reaction SMILES: C(OC([N:8]([CH2:19][CH2:20][C:21]1[CH:42]=[CH:41][C:24]([CH2:25][C:26]2[CH:40]=[CH:39][C:29]([O:30][CH2:31][C:32]([O:34]C(C)(C)C)=[O:33])=[CH:28][CH:27]=2)=[CH:23][CH:22]=1)[CH2:9][C@@H:10]([C:12]1[CH:17]=[CH:16][CH:15]=[C:14]([Cl:18])[CH:13]=1)[OH:11])=O)(C)(C)C.Cl.O1CCCC1>O1CCOCC1>[ClH:18].[Cl:18][C:14]1[CH:13]=[C:12]([C@@H:10]([OH:11])[CH2:9][NH:8][CH2:19][CH2:20][C:21]2[CH:42]=[CH:41][C:24]([CH2:25][C:26]3[CH:27]=[CH:28][C:29]([O:30][CH2:31][C:32]([OH:34])=[O:33])=[CH:39][CH:40]=3)=[CH:23][CH:22]=2)[CH:17]=[CH:16][CH:15]=1 |f:4.5|. Procedure details: A solution of tert-butyl [4-[4-[2-[N-(tert-butoxycarbonyl)-N-[(2R)-2-(3-chlorophenyl)-2-hydroxyethyl]-amino]ethyl]benzyl]phenoxy]acetate (240 mg) and 4N hydrochloride in 1,4-dioxane (3.0 ml) was stirred at room temperature for 24 hours. The mixture was evaporated under reduced pressure. The residue was purified by column chromatography on silica gel (methanol/acetic acid/chloroform=10/1/100) to give a product. To a tetrahydrofuran (2.0 ml) solution of the product, 4N hydrogen chloride in 1,4-dio... The reactants are CC1=CC(=C(C=C1)N)C(F)(F)F (4-methyl-2-trifluoromethylphenylamine), ClCCN(S(=O)(=O)C1=CC=C(C=C1)C)CCCl (N,N-bis(2-chloroethyl)-p-toluenesulfonamide). Yields the product CC1=CC(=C(C=C1)N1CCNCC1)C(F)(F)F (1-(4-methyl-2-trifluoromethylphenyl)piperazine). Isolated yield 26.4%. Reaction SMILES: [CH3:1][C:2]1[CH:7]=[CH:6][C:5]([NH2:8])=[C:4]([C:9]([F:12])([F:11])[F:10])[CH:3]=1.Cl[CH2:14][CH2:15][N:16]([CH2:27][CH2:28]Cl)S(C1C=CC(C)=CC=1)(=O)=O>>[CH3:1][C:2]1[CH:7]=[CH:6][C:5]([N:8]2[CH2:28][CH2:27][NH:16][CH2:15][CH2:14]2)=[C:4]([C:9]([F:10])([F:11])[F:12])[CH:3]=1. Procedure: Using 4-methyl-2-trifluoromethylphenylamine (1 g) and N,N-bis(2-chloroethyl)-p-toluenesulfonamide (1.69 g) and by the reaction and treatment in the same manner as in Preparation Example 95, the title compound (368 mg) was obtained. Starting materials: C(C1=CC=CC=C1)C1=NC=C(C=C1)[N+](=O)[O-] (2-benzyl-5-nitropyridine). The reagents and catalysts are [C].[Pd] (palladium carbon). Run in C(C)(=O)OCC (ethyl acetate). Reaction conditions: time 30 minute. Yields the product C(C1=CC=CC=C1)C1=NC=C(C=C1)N (2-Benzyl-5-aminopyridine). The yield is 99.5%. Reaction SMILES: [CH2:1]([C:8]1[CH:13]=[CH:12][C:11]([N+:14]([O-])=O)=[CH:10][N:9]=1)[C:2]1[CH:7]=[CH:6][CH:5]=[CH:4][CH:3]=1>C(OCC)(=O)C.[C].[Pd]>[CH2:1]([C:8]1[CH:13]=[CH:12][C:11]([NH2:14])=[CH:10][N:9]=1)[C:2]1[CH:3]=[CH:4][CH:5]=[CH:6][CH:7]=1 |f:2.3|. Procedure: 389 mg of 2-benzyl-5-nitropyridine was dissolved in ethyl acetate and 153 mg of 10% palladium carbon was added thereto. Then the resulting mixture was stirred under a hydrogen gas stream at room temperature under atmospheric pressure for 30 minutes. Then the reaction mixture was filtered through celite. After distilling off the solvent under reduced pressure, 333 mg of the title compound was obtained as an amber oily substance. Starting materials: COc1cc2c(Cl)ncnc2cc1OCc1ccccc1, CC(C)O, Nc1ccc(Cl)cc1F. Yields the product COc1cc2c(Nc3ccc(Cl)cc3F)ncnc2cc1OCc1ccccc1, Cl. RXN SMILES: [CH2:1]([c:2]1[cH:3][cH:4][cH:5][cH:6][cH:7]1)[O:8][c:9]1[c:10]([O:20][CH3:21])[cH:11][c:12]2[c:13]([Cl:19])[n:14][cH:15][n:16][c:17]2[cH:18]1.[CH3:31][CH:32]([OH:33])[CH3:34].[Cl:22][c:23]1[cH:24][c:25]([F:30])[c:26]([NH2:27])[cH:28][cH:29]1>>[CH2:1]([c:2]1[cH:3][cH:4][cH:5][cH:6][cH:7]1)[O:8][c:9]1[c:10]([O:20][CH3:21])[cH:11][c:12]2[c:13]([NH:27][c:26]3[c:25]([F:30])[cH:24][c:23]([Cl:22])[cH:29][cH:28]3)[n:14][cH:15][n:16][c:17]2[cH:18]1.[ClH:19]. RXN SMILES: C(O[C:6](=O)[N:7]([CH:9]1[CH2:13][CH2:12][N:11]([CH2:14][CH2:15][C:16]2[N:17]=[C:18]([C:22]3[CH:27]=[CH:26][C:25]([Br:28])=[CH:24][CH:23]=3)[O:19][C:20]=2[CH3:21])[CH2:10]1)C)(C)(C)C.FC(F)(F)C(O)=O>ClCCl>[Br:28][C:25]1[CH:26]=[CH:27][C:22]([C:18]2[O:19][C:20]([CH3:21])=[C:16]([CH2:15][CH2:14][N:11]3[CH2:12][CH2:13][CH:9]([NH:7][CH3:6])[CH2:10]3)[N:17]=2)=[CH:23][CH:24]=1. Solvent: ClCCl (dichloromethane). The product is BrC1=CC=C(C=C1)C=1OC(=C(N1)CCN1CC(CC1)NC)C ((1-{2-[2-(4-Bromo-phenyl)-5-methyl-oxazol-4-yl]-ethyl}-pyrrolidin-3-yl)-methyl-amine), 79Br 81Br. Procedure details: Stir (1-{2-[2-(4-Bromo-phenyl)-5-methyl-oxazol-4-yl]-ethyl}-pyrrolidin-3-yl)-methyl-carbamic acid tert-butyl ester (see Intermediate 10) with a 1:1 solution of trifluoroacetic acid and dichloromethane (0.30M) for 30 minutes at room temperature. After this time, quench the reaction with 1N sodium hydroxide and extract with dichloromethane. Extract from the organic layer with 1N hydrochloric acid. Basify the aqueous layer with 1N sodium hydroxide and extract with dichloromethane. Dry the organics ... Reactants: C(C)(C)(C)OC(N(C)C1CN(CC1)CCC=1N=C(OC1C)C1=CC=C(C=C1)Br)=O ((1-{2-[2-(4-Bromo-phenyl)-5-methyl-oxazol-4-yl]-ethyl}-pyrrolidin-3-yl)-methyl-carbamic acid tert-butyl ester), C(C)(C)(C)OC(N(C)C1CN(CC1)CCC=1N=C(OC1C)C1=CC=C(C=C1)Br)=O ((1-{2-[2-(4-Bromo-phenyl)-5-methyl-oxazol-4-yl]-ethyl}-pyrrolidin-3-yl)-methyl-carbamic acid tert-butyl ester), FC(C(=O)O)(F)F (trifluoroacetic acid).